This data is from the Open Reaction Database (ORD), a public repository of structured organic reaction records. The task is: describe an organic reaction: reactants, conditions, products, and yield Starting materials: [Ba+2], COCCOC, O=C(Nc1ccc(Oc2ccc3nc(NC(=O)C4CC4)cn3c2)c(F)c1)OCc1ccccc1, Cl, [OH-], [OH-]. Yields the product Nc1ccc(Oc2ccc3nc(NC(=O)C4CC4)cn3c2)c(F)c1. RXN SMILES: [Ba+2:36].[CH3:39][O:40][CH2:41][CH2:42][O:43][CH3:44].[CH:1]1([C:4](=[O:5])[NH:6][c:7]2[n:8][c:9]3[n:10]([cH:11][c:12]([O:15][c:16]4[c:17]([F:33])[cH:18][c:19]([NH:22][C:23](=[O:24])[O:25][CH2:26][c:27]5[cH:28][cH:29][cH:30][cH:31][cH:32]5)[cH:20][cH:21]4)[cH:13][cH:14]3)[cH:34]2)[CH2:2][CH2:3]1.[ClH:38].[OH-:35].[OH-:37]>>[CH:1]1([C:4](=[O:5])[NH:6][c:7]2[n:8][c:9]3[n:10]([cH:11][c:12]([O:15][c:16]4[c:17]([F:33])[cH:18][c:19]([NH2:22])[cH:20][cH:21]4)[cH:13][cH:14]3)[cH:34]2)[CH2:2][CH2:3]1. The reactants are COc1ncc(-c2nc(C3(c4ccc(Br)cc4)CCC3)no2)cn1, Cl, O, c1ccncc1. The product is O=c1ncc(-c2nc(C3(c4ccc(Br)cc4)CCC3)no2)c[nH]1. Reaction SMILES: [Br:1][c:2]1[cH:3][cH:4][c:5]([C:8]2([c:12]3[n:13][o:14][c:15](-[c:17]4[cH:18][n:19][c:20]([O:23][CH3:24])[n:21][cH:22]4)[n:16]3)[CH2:9][CH2:10][CH2:11]2)[cH:6][cH:7]1.[ClH:25].[OH2:32].[n:26]1[cH:27][cH:28][cH:29][cH:30][cH:31]1>>[Br:1][c:2]1[cH:3][cH:4][c:5]([C:8]2([c:12]3[n:13][o:14][c:15](-[c:17]4[cH:18][nH:19][c:20](=[O:23])[n:21][cH:22]4)[n:16]3)[CH2:9][CH2:10][CH2:11]2)[cH:6][cH:7]1.